From a dataset of the Open Reaction Database (ORD), a public repository of structured organic reaction records. describe an organic reaction: reactants, conditions, products, and yield The reactants are CC1(C)Oc2ccc([N+](=O)[O-])cc2C(N2CCCC2=O)C1O, CCO. Yields the product CC1(C)Oc2ccc(N)cc2C(N2CCCC2=O)C1O. Reaction SMILES: [CH3:1][C:2]1([CH3:22])[O:3][c:4]2[c:5]([cH:15][c:16]([N+:19]([O-:20])=[O:21])[cH:17][cH:18]2)[CH:6]([N:9]2[C:10](=[O:14])[CH2:11][CH2:12][CH2:13]2)[CH:7]1[OH:8].[CH3:23][CH2:24][OH:25]>>[CH3:1][C:2]1([CH3:22])[O:3][c:4]2[c:5]([cH:15][c:16]([NH2:19])[cH:17][cH:18]2)[CH:6]([N:9]2[C:10](=[O:14])[CH2:11][CH2:12][CH2:13]2)[CH:7]1[OH:8]. The reactants are Fc1cc(Br)cc(F)c1F, CC(C)(C)OC(=O)N1C(=O)COCC1COCc1ccccc1, CCOCC, CCOC(C)=O, [Cl-], [Mg], [NH4+], C1CCOC1. Product: CC(C)(C)OC(=O)NC(COCC(=O)c1cc(F)c(F)c(F)c1)COCc1ccccc1. RXN SMILES: [Br:1][c:2]1[cH:3][c:4]([F:10])[c:5]([F:9])[c:6]([F:8])[cH:7]1.[C:12]([CH3:13])([CH3:14])([CH3:15])[O:16][C:17](=[O:18])[N:19]1[CH:20]([CH2:26][O:27][CH2:28][c:29]2[cH:30][cH:31][cH:32][cH:33][cH:34]2)[CH2:21][O:22][CH2:23][C:24]1=[O:25].[CH2:48]([O:49][CH2:50][CH3:51])[CH3:52].[CH3:37][CH2:38][O:39][C:40](=[O:41])[CH3:42].[Cl-:35].[Mg:11].[NH4+:36].[O:43]1[CH2:44][CH2:45][CH2:46][CH2:47]1>>[c:2]1([C:24]([CH2:23][O:22][CH2:21][CH:20]([NH:19][C:17]([O:16][C:12]([CH3:13])([CH3:14])[CH3:15])=[O:18])[CH2:26][O:27][CH2:28][c:29]2[cH:30][cH:31][cH:32][cH:33][cH:34]2)=[O:25])[cH:3][c:4]([F:10])[c:5]([F:9])[c:6]([F:8])[cH:7]1. Reactants: FC1=C(C=CC(=C1)[N+](=O)[O-])N1[C@H](CN([C@@H](C1)C)C)C (racemic-1-(2-fluoro-4-nitrophenyl)-trans-2,4,5-trimethylpiperazine). Reagents/catalysts: [Pd] (Pd/C). Solvent: CCO (EtOH). Reaction conditions: time 12 hour. The product is FC=1C=C(N)C=CC1N1[C@H](CN([C@@H](C1)C)C)C (racemic-3-fluoro-4-(trans-2,4,5-trimethylpiperazin-1-yl)aniline). The yield is 30.0%. Reaction SMILES: [F:1][C:2]1[CH:7]=[C:6]([N+:8]([O-])=O)[CH:5]=[CH:4][C:3]=1[N:11]1[CH2:16][C@@H:15]([CH3:17])[N:14]([CH3:18])[CH2:13][C@@H:12]1[CH3:19]>CCO.[Pd]>[F:1][C:2]1[CH:7]=[C:6]([CH:5]=[CH:4][C:3]=1[N:11]1[CH2:16][C@@H:15]([CH3:17])[N:14]([CH3:18])[CH2:13][C@@H:12]1[CH3:19])[NH2:8]. Procedure: To a solution of racemic-1-(2-fluoro-4-nitrophenyl)-trans-2,4,5-trimethylpiperazine (0.10 g, 0.4 mmol) in 4 mL EtOH is added 0.04 g of 5% Pd/C. The atmosphere over the reaction is evacuated and replaced with H2 thrice and then fitted with a balloon filled with H2 gas. After stirring 12 h, the crude reaction mixture is filtered through Celite, rinsed with EtOH, concentrated in vacuo and chromatographed (silica gel, 10% MeOH in CH2Cl2) to give 0.027 g (0.12 mmol, 32%) of racemic-3-fluoro-4-(trans-... Run in C(C)O (ethanol). Reported procedure: A solution of sodium ethoxide was made by dissolving sodium (2.3 g, 0.1 mole) in absolute ethanol (100 ml). Imidazole (6.8 g, 0.1 mole) was then added. The mixture was heated under reflux and cyclopentylmethylbromide (16.3 g, 0.1 mole) was added dropwise. The reaction mixture was allowed to reflux for a further 16 hours after addition. The mixture was then left to cool. RXN SMILES: [O-]CC.[Na+].[Na].[NH:6]1[CH:10]=[CH:9][N:8]=[CH:7]1.[CH:11]1([CH2:16]Br)[CH2:15][CH2:14][CH2:13][CH2:12]1>C(O)C>[CH:11]1([CH2:16][N:6]2[CH:10]=[CH:9][N:8]=[CH:7]2)[CH2:15][CH2:14][CH2:13][CH2:12]1 |f:0.1,^1:4|. Reactants: [O-]CC.[Na+] (sodium ethoxide), [Na] (sodium), C1(CCCC1)CBr (cyclopentylmethylbromide), N1C=NC=C1 (Imidazole). Yields the product C1(CCCC1)CN1C=NC=C1 (1-(cyclopentylmethyl)imidazole). Reaction SMILES: [C:1]([c:2]1[cH:3][cH:4][cH:5][cH:6][cH:7]1)(=[O:8])[O:9][CH2:10][CH:11]1[O:12][CH:13]([n:23]2[c:24]3[n:25][cH:26][n:27][c:28]([Cl:32])[c:29]3[n:30][cH:31]2)[C:14]([CH3:21])([F:22])[C:15]1([CH3:16])[O:17][C:18]([CH3:19])=[O:20].[CH3:33][O:34][c:35]1[c:36]([CH2:37][NH2:38])[cH:39][cH:40][cH:41][cH:42]1.[CH3:44][CH2:45][OH:46].[OH2:43]>>[C:1]([c:2]1[cH:3][cH:4][cH:5][cH:6][cH:7]1)(=[O:8])[O:9][CH2:10][CH:11]1[O:12][CH:13]([n:23]2[c:24]3[n:25][cH:26][n:27][c:28]([NH:38][CH2:37][c:36]4[c:35]([O:34][CH3:33])[cH:42][cH:41][cH:40][cH:39]4)[c:29]3[n:30][cH:31]2)[C:14]([CH3:21])([F:22])[C:15]1([CH3:16])[O:17][C:18]([CH3:19])=[O:20]. Yields the product COc1ccccc1CNc1ncnc2c1ncn2C1OC(COC(=O)c2ccccc2)C(C)(OC(C)=O)C1(C)F. The reactants are CC(=O)OC1(C)C(COC(=O)c2ccccc2)OC(n2cnc3c(Cl)ncnc32)C1(C)F, COc1ccccc1CN, CCO, O. Starting materials: BrC=1C=CC=2N(C1)C(=CN2)C=O (6-bromoimidazo[1,2-a]pyridine-3-carbaldehyde), Compound, BrC=1C=CC=2N(C1)C(=CN2)C=O (6-bromoimidazo[1,2-a]pyridine-3-carbaldehyde), COC1=NC=C(C(=N1)OC)B(O)O (2,4-dimethoxypyrimidin-5-ylboronic acid), dichlorobis(triphenylphosphine) palladium (II), C(=O)([O-])[O-].[Na+].[Na+] (Na2CO3), CN(C)C=O (DMF). The solvent is C(C)(=O)OCC (ethyl acetate). Product: COC1=NC=C(C(=N1)OC)C=1C=CC=2N(C1)C(=CN2)C=O (6-(2,4-dimethoxypyrimidin-5-yl) imidazo[1,2-a]pyridine-3-carbaldehyde). The yield is 47.4%. RXN SMILES: Br[C:2]1[CH:3]=[CH:4][C:5]2[N:6]([C:8]([CH:11]=[O:12])=[CH:9][N:10]=2)[CH:7]=1.[CH3:13][O:14][C:15]1[N:20]=[C:19]([O:21][CH3:22])[C:18](B(O)O)=[CH:17][N:16]=1.C([O-])([O-])=O.[Na+].[Na+].CN(C=O)C>C(OCC)(=O)C>[CH3:13][O:14][C:15]1[N:20]=[C:19]([O:21][CH3:22])[C:18]([C:2]2[CH:3]=[CH:4][C:5]3[N:6]([C:8]([CH:11]=[O:12])=[CH:9][N:10]=3)[CH:7]=2)=[CH:17][N:16]=1 |f:2.3.4|. Reported procedure: 6-bromoimidazo[1,2-a]pyridine-3-carbaldehyde (Compound of step 1 of Intermediate 1, 200 mg, 0.89 mmol), 2,4-dimethoxypyrimidin-5-ylboronic acid (212.57 mg, 1.15 mmol), dichlorobis(triphenylphosphine) palladium (II) (20 mg, 10% mmol) and 2M aqueous Na2CO3 (1 mL) were added to DMF (8 mL) and refluxed for 3 hours. The reaction mixture was diluted with ethyl acetate and washed with H2O and brine. The solvent was evaporated to obtain crude product, which was purified by column chromatography (silica ... The reactants are CS(=O)(=O)NN1C(NC2=CC(=C(C=C2C1=O)N1C=C(C=C1)COC(C)=O)C(F)(F)F)=O (acetic acid 1-(3-methanesulfonylamino-2,4-dioxo-7 -trifluoromethyl-1,2,3,4-tetrahydro-quinazolin-6-yl)-1H-pyrrol-3-ylmethyl ester), C([O-])([O-])=O.[K+].[K+] (potassium carbonate), P(=O)([O-])([O-])[O-] (phosphate). Run in CO (methanol). Conditions: temperature 55 celsius, time 8 hour. Product: OCC1=CN(C=C1)C=1C=C2C(N(C(NC2=CC1C(F)(F)F)=O)NS(=O)(=O)C)=O (N-[6-(3-hydroxymethyl-pyrrol-1-yl)-2,4-dioxo-7-trifluoromethyl-1,4-dihydro-2H-quinazolin-3-yl]-methanesulfonamide). Reaction SMILES: [CH3:1][S:2]([NH:5][N:6]1[C:15](=[O:16])[C:14]2[C:9](=[CH:10][C:11]([C:27]([F:30])([F:29])[F:28])=[C:12]([N:17]3[CH:21]=[CH:20][C:19]([CH2:22][O:23]C(=O)C)=[CH:18]3)[CH:13]=2)[NH:8][C:7]1=[O:31])(=[O:4])=[O:3].C(=O)([O-])[O-].[K+].[K+].P([O-])([O-])([O-])=O>CO>[OH:23][CH2:22][C:19]1[CH:20]=[CH:21][N:17]([C:12]2[CH:13]=[C:14]3[C:9](=[CH:10][C:11]=2[C:27]([F:29])([F:28])[F:30])[NH:8][C:7](=[O:31])[N:6]([NH:5][S:2]([CH3:1])(=[O:4])=[O:3])[C:15]3=[O:16])[CH:18]=1 |f:1.2.3|. Procedure: To a solution of 100 mg (0.22 mmol) of acetic acid 1-(3-methanesulfonylamino-2,4-dioxo-7 -trifluoromethyl-1,2,3,4-tetrahydro-quinazolin-6-yl)-1H-pyrrol-3-ylmethyl ester in 0.5 ml of methanol are added 36.4 mg (0.26 mmol) of potassium carbonate and the reaction mixture is stirred at 55° C. for 8 hours. The mixture is cooled to room temperature and stirred for another 12 hours. Subsequently a pH 7 phosphate buffer solution for neutralization is added to the reaction mixture and the solvents are ev... Reactants: BrCBr, C1CCOC1, COC(=O)c1cc(-c2cc(C)cs2)n(-c2ccccn2)n1, [Li]C. Yields the product Cc1csc(-c2cc(C(=O)CBr)nn2-c2ccccn2)c1. RXN SMILES: [Br:22][CH2:23][Br:24].[CH2:27]1[O:28][CH2:29][CH2:30][CH2:31]1.[CH3:1][c:2]1[cH:3][c:4](-[c:7]2[cH:8][c:9]([C:18]([O:20][CH3:19])=[O:21])[n:10][n:11]2-[c:12]2[n:13][cH:14][cH:15][cH:16][cH:17]2)[s:5][cH:6]1.[Li:25][CH3:26]>>[CH3:1][c:2]1[cH:3][c:4](-[c:7]2[cH:8][c:9]([C:18](=[O:20])[CH2:23][Br:22])[n:10][n:11]2-[c:12]2[n:13][cH:14][cH:15][cH:16][cH:17]2)[s:5][cH:6]1.